This data is from the Open Reaction Database (ORD), a public repository of structured organic reaction records. The task is: describe an organic reaction: reactants, conditions, products, and yield Starting materials: COCN(C[Si](C)(C)C)CC1=CC=CC=C1 (N-(methoxymethyl)-N-(phenylmethyl)-N-(trimethylsilyl)methylamine), O=C(/C=C/C1=CC=C(C#N)C=C1)C (4-((E)-3-oxo-but-1-enyl)-benzonitrile), FC(C(=O)O)(F)F (trifluoroacetic acid). The solvent is C(Cl)Cl (CH2Cl2), C(Cl)Cl (CH2Cl2). Reaction conditions: temperature 25 celsius, time 48 hour. Yields the product C(C)(=O)C1C(CN(C1)CC1=CC=CC=C1)C1=CC=C(C#N)C=C1 (4-((3SR,4RS)-4-Acetyl-1-benzyl-pyrrolidin-3-yl)-benzonitrile). The yield is 32.8%. Reaction SMILES: CO[CH2:3][N:4]([CH2:10][C:11]1[CH:16]=[CH:15][CH:14]=[CH:13][CH:12]=1)[CH2:5][Si](C)(C)C.[O:17]=[C:18]([CH3:29])/[CH:19]=[CH:20]/[C:21]1[CH:28]=[CH:27][C:24]([C:25]#[N:26])=[CH:23][CH:22]=1.FC(F)(F)C(O)=O>C(Cl)Cl>[C:18]([CH:19]1[CH2:3][N:4]([CH2:10][C:11]2[CH:12]=[CH:13][CH:14]=[CH:15][CH:16]=2)[CH2:5][CH:20]1[C:21]1[CH:22]=[CH:23][C:24]([C:25]#[N:26])=[CH:27][CH:28]=1)(=[O:17])[CH3:29]. Reported procedure: A solution of N-(methoxymethyl)-N-(phenylmethyl)-N-(trimethylsilyl)methylamine (22.46 g, 94.6 mmol) in CH2Cl2 (100 mL) was added dropwise, over a 30 minutes period, to a stirred solution of 4-((E)-3-oxo-but-1-enyl)-benzonitrile (10.8 g, 63.1 mmol) and trifluoroacetic acid (0.48 mL, 6.30 mmol) in CH2Cl2 (40 mL) at 0° C. The ice bath was removed, and the solution was stirred at 25° C. for an additional 48 h. It was then concentrated and purification by flash chromatography (SiO2, EtOac/Heptane 1:1...